Dataset: the Open Reaction Database (ORD), a public repository of structured organic reaction records. Task: describe an organic reaction: reactants, conditions, products, and yield Reactants: O=C([O-])[O-], CN(C)C=O, CN(C)CCCl, CCOC(C)=O, Cl, [K+], [K+], Oc1ccc(CCN2CCC(N3CCc4ccccc43)CC2)cc1. The product is CN(C)CCOc1ccc(CCN2CCC(N3CCc4ccccc43)CC2)cc1. RXN SMILES: [C:30](=[O:31])([O-:32])[O-:33].[CH3:1][N:2]([CH3:3])[CH:4]=[O:5].[CH3:37][N:38]([CH2:39][CH2:40][Cl:41])[CH3:42].[CH3:43][CH2:44][O:45][C:46](=[O:47])[CH3:48].[ClH:36].[K+:34].[K+:35].[OH:6][c:7]1[cH:8][cH:9][c:10]([CH2:11][CH2:12][N:13]2[CH2:14][CH2:15][CH:16]([N:19]3[CH2:20][CH2:21][c:22]4[cH:23][cH:24][cH:25][cH:26][c:27]43)[CH2:17][CH2:18]2)[cH:28][cH:29]1>>[O:6]([c:7]1[cH:8][cH:9][c:10]([CH2:11][CH2:12][N:13]2[CH2:14][CH2:15][CH:16]([N:19]3[CH2:20][CH2:21][c:22]4[cH:23][cH:24][cH:25][cH:26][c:27]43)[CH2:17][CH2:18]2)[cH:28][cH:29]1)[CH2:40][CH2:39][N:38]([CH3:37])[CH3:42]. The reactants are CO, [H][H], O=[N+]([O-])c1ccc2c(c1)SC1=NCCCN12, N. Product: Nc1ccc2c(c1)SC1=NCCCN12. As a reaction SMILES: [CH3:20][OH:21].[H:18][H:19].[N+:1]([O-:2])(=[O:3])[c:4]1[cH:5][c:6]2[c:7]([cH:15][cH:16]1)[N:8]1[C:9](=[N:11][CH2:12][CH2:13][CH2:14]1)[S:10]2.[NH3:17]>>[NH2:1][c:4]1[cH:5][c:6]2[c:7]([cH:15][cH:16]1)[N:8]1[C:9](=[N:11][CH2:12][CH2:13][CH2:14]1)[S:10]2.